This data is from the Open Reaction Database (ORD), a public repository of structured organic reaction records. The task is: describe an organic reaction: reactants, conditions, products, and yield The reactants are C1(=CC=CC=C1)C1=C(C=NC2=C(C=CC=C12)C(F)(F)F)C(=O)O (4-Phenyl-8-trifluoromethyl-quinoline-3-carboxylic acid), Cl (HCl), NC1=CC=C(C=C1)C (p-toluidine), CCN=C=NCCCN(C)C.Cl (EDCI HCl). Reagents/catalysts: CN(C)C=1C=CN=CC1 (DMAP). The solvent is ClCCCl (1,2-dichloroethane). Conditions: temperature 70 celsius, time 6 minute. The product is CC1=CC=C(C=C1)NC(=O)C=1C=NC2=C(C=CC=C2C1C1=CC=CC=C1)C(F)(F)F (N-(4-METHYLPHENYL)-4-PHENYL-8-(TRIFLUOROMETHYL)QUINOLINE-3-CARBOXAMIDE). Isolated yield 55.3%. Reaction SMILES: [C:1]1([C:7]2[C:16]3[C:11](=[C:12]([C:17]([F:20])([F:19])[F:18])[CH:13]=[CH:14][CH:15]=3)[N:10]=[CH:9][C:8]=2[C:21]([OH:23])=O)[CH:6]=[CH:5][CH:4]=[CH:3][CH:2]=1.[NH2:24][C:25]1[CH:30]=[CH:29][C:28]([CH3:31])=[CH:27][CH:26]=1.CCN=C=NCCCN(C)C.Cl.Cl>CN(C1C=CN=CC=1)C.ClCCCl>[CH3:31][C:28]1[CH:29]=[CH:30][C:25]([NH:24][C:21]([C:8]2[CH:9]=[N:10][C:11]3[C:16]([C:7]=2[C:1]2[CH:2]=[CH:3][CH:4]=[CH:5][CH:6]=2)=[CH:15][CH:14]=[CH:13][C:12]=3[C:17]([F:18])([F:19])[F:20])=[O:23])=[CH:26][CH:27]=1 |f:2.3|. Procedure details: 4-Phenyl-8-trifluoromethyl-quinoline-3-carboxylic acid (0.110 g, 0.347 mmol), whose preparation is described in Scheme 2, p-toluidine (0.074 mL, 0.693 mmol), EDCI-HCl (0.110 g, 0.520 mmol), and DMAP (0.084 g, 0.520 mmol). are dissolved in 1,2-dichloroethane (3 mL) in a 5 mL microwave tube. After stirring in the microwave reactor for 6 min at 70° C. the cooled solution is poured into 2 N aq HCl and extracted with methylene chloride, washed with water, brine, and dried with magnesium sulfate. The ... The reactants are OC1=C(C=CC(=C1CCC)O)C(C)=O (1-(2,4-dihydroxy-3-propylphenyl) ethanone), BrCC#CCCCCl (1-bromo-6-chloro-2-hexyne), C([O-])([O-])=O.[K+].[K+] (potassium carbonate). Run in CC(=O)C (acetone). The product is C(C)(=O)C1=C(C(=C(OCC#CCCCCl)C=C1)CCC)O (6-(4-acetyl- 3-hydroxy-2-propylphenoxy)-1-chloro-4-hexyne). The yield is 87.2%. RXN SMILES: [OH:1][C:2]1[C:7]([CH2:8][CH2:9][CH3:10])=[C:6]([OH:11])[CH:5]=[CH:4][C:3]=1[C:12](=[O:14])[CH3:13].Br[CH2:16][C:17]#[C:18][CH2:19][CH2:20][CH2:21][Cl:22].C(=O)([O-])[O-].[K+].[K+]>CC(C)=O>[C:12]([C:3]1[CH:4]=[CH:5][C:6]([O:11][CH2:16][C:17]#[C:18][CH2:19][CH2:20][CH2:21][Cl:22])=[C:7]([CH2:8][CH2:9][CH3:10])[C:2]=1[OH:1])(=[O:14])[CH3:13] |f:2.3.4|. Reported procedure: A mixture of 3.10 g of 1-(2,4-dihydroxy-3-propylphenyl) ethanone, 3.13 g of 1-bromo-6-chloro-2-hexyne and 3.30 g of anhydrous potassium carbonate in 35 ml of anhydrous acetone was stirred at reflux for 2.5 hours. The solvent was removed in vacuo, water was added to the residue and the pH was adjusted to 4.0. The product was extracted with ether and the dried (over magnesium sulfate) extract was chromatographed on 250 g of silica gel. Elution with 25% ethyl acetate-hexane gave 4.30 g (88% yield) ... The reactants are CI, CC1(C)CN(C2CCCC2)c2nc(Cl)ncc2NC1=O, [H-], [Na+], CN(C)C=O. The product is CN1C(=O)C(C)(C)CN(C2CCCC2)c2nc(Cl)ncc21. As a reaction SMILES: [CH3:21][I:22].[Cl:1][c:2]1[n:3][cH:4][c:5]2[c:6]([n:20]1)[N:7]([CH:15]1[CH2:16][CH2:17][CH2:18][CH2:19]1)[CH2:8][C:9]([CH3:13])([CH3:14])[C:10](=[O:12])[NH:11]2.[H-:24].[Na+:23].[O:25]=[CH:26][N:27]([CH3:28])[CH3:29]>>[Cl:1][c:2]1[n:3][cH:4][c:5]2[c:6]([n:20]1)[N:7]([CH:15]1[CH2:16][CH2:17][CH2:18][CH2:19]1)[CH2:8][C:9]([CH3:13])([CH3:14])[C:10](=[O:12])[N:11]2[CH3:21]. Starting materials: C(C)C1=C(C=CC=C1\C=C\OC)C1=CN=C(S1)C=1C=CC(=C(C#N)C1)OC(C)C (5-(5-{2-ethyl-3-[(E)-2-(methyloxy)ethenyl]phenyl}-1,3-thiazol-2-yl)-2-[(1-methylethyl)oxy]benzonitrile), Cl (HCl). The solvent is O1CCCC1 (tetrahydrofuran). Run at temperature 75 celsius. Product: crude product, C(C)C1=C(C=CC=C1CC=O)C1=CN=C(S1)C=1C=CC(=C(C#N)C1)OC(C)C (5-{5-[2-ethyl-3-(2-oxoethyl)phenyl]-1,3-thiazol-2-yl}-2-[(1-methylethyl)oxy]benzonitrile). The yield is 100.0%. RXN SMILES: [CH2:1]([C:3]1[C:8](/[CH:9]=[CH:10]/[O:11]C)=[CH:7][CH:6]=[CH:5][C:4]=1[C:13]1[S:17][C:16]([C:18]2[CH:19]=[CH:20][C:21]([O:26][CH:27]([CH3:29])[CH3:28])=[C:22]([CH:25]=2)[C:23]#[N:24])=[N:15][CH:14]=1)[CH3:2].Cl>O1CCCC1>[CH2:1]([C:3]1[C:8]([CH2:9][CH:10]=[O:11])=[CH:7][CH:6]=[CH:5][C:4]=1[C:13]1[S:17][C:16]([C:18]2[CH:19]=[CH:20][C:21]([O:26][CH:27]([CH3:28])[CH3:29])=[C:22]([CH:25]=2)[C:23]#[N:24])=[N:15][CH:14]=1)[CH3:2]. Procedure details: To a mixture of 5-(5-{2-ethyl-3-[(E)-2-(methyloxy)ethenyl]phenyl}-1,3-thiazol-2-yl)-2-[(1-methylethyl)oxy]benzonitrile (D75) (550 mg) in tetrahydrofuran (THF) (20 mL) under nitrogen was added HCl (1.360 mL). The reaction was heated to 75° C. for 6 h. The mixture was concentrated to give the crude product 5-{5-[2-ethyl-3-(2-oxoethyl)phenyl]-1,3-thiazol-2-yl}-2-[(1-methylethyl)oxy]benzonitrile (D76) (531 mg) as a brown oil. MS (ES): C23H22N2O2S requires 390. found 391.0 (M+H+). Starting materials: [B](F)F.C(C)(=O)C1COC2=CC=CC=C2C1=O (3-acetyl-4-chromanone boron difluoride), C(C)(=O)[O-].[Na+] (sodium acetate). Solvent: C(C)(=O)O (acetic acid). Product: C(C)(=O)C1COC2=CC=CC=C2C1=O (3-Acetyl-4-chromanone). As a reaction SMILES: [B](F)F.[C:4]([CH:7]1[C:16](=[O:17])[C:15]2[C:10](=[CH:11][CH:12]=[CH:13][CH:14]=2)[O:9][CH2:8]1)(=[O:6])[CH3:5].C([O-])(=O)C.[Na+]>C(O)(=O)C>[C:4]([CH:7]1[C:16](=[O:17])[C:15]2[C:10](=[CH:11][CH:12]=[CH:13][CH:14]=2)[O:9][CH2:8]1)(=[O:6])[CH3:5] |f:0.1,2.3,^1:0|. Reported procedure: A solution of 3-acetyl-4-chromanone boron difluoride complex (13 g, 54.4 mmoles, described in Example 4) and anhydrous sodium acetate (52 g) in glacial acetic acid (235 ml) is heated on a steam bath for 1 hr. The solution is poured on ice and the resulting mixture is extracted with ether. The organic extract is washed with aqueous sodium bicarbonate solution and saturated sodium chloride solution, dried and evaporated. The residue is subjected to chromatography on silica gel using benzene-hexane... Starting materials: [H-].[Al+3].[Li+].[H-].[H-].[H-] (lithium aluminium hydride), CN(C)CC=1C=C(C(=O)OC)C=CC1OC1=CC=C(C=C1)C(F)(F)F (Methyl 3-[(dimethylamino)methyl]-4-[4-(trifluoromethyl)phenoxy]benzoate). Solvent: C1CCOC1 (THF), C1CCOC1 (THF), CCOCC (ether). Conditions: time 3 hour. Yields the product CN(C)CC=1C=C(C=CC1OC1=CC=C(C=C1)C(F)(F)F)CO ({3-[(Dimethylamino)methyl]-4-[4-(trifluoromethyl)phenoxy]phenyl}methanol). Yield: 45.8%. Reaction SMILES: [H-].[Al+3].[Li+].[H-].[H-].[H-].[CH3:7][N:8]([CH2:10][C:11]1[CH:12]=[C:13]([CH:18]=[CH:19][C:20]=1[O:21][C:22]1[CH:27]=[CH:26][C:25]([C:28]([F:31])([F:30])[F:29])=[CH:24][CH:23]=1)[C:14](OC)=[O:15])[CH3:9]>C1COCC1.CCOCC>[CH3:9][N:8]([CH2:10][C:11]1[CH:12]=[C:13]([CH2:14][OH:15])[CH:18]=[CH:19][C:20]=1[O:21][C:22]1[CH:27]=[CH:26][C:25]([C:28]([F:29])([F:31])[F:30])=[CH:24][CH:23]=1)[CH3:7] |f:0.1.2.3.4.5|. Procedure: A solution of lithium aluminium hydride in THF (1 M, 7 mL, 7 mmol) was added dropwise to a stirring solution of the ester compound of Example 151 (1.66 g, 4.7 mmol) in THF (25 mL) at room temperature under nitrogen. The mixture was stirred for 3 h before being diluted with ether (100 mL) and quenched by the cautious addition of sodium hydroxide (2 M) (approximately 1 mL). The mixture was stirred for 10 min before being dried (MgSO4), filtered and concentrated in vacuo. Purification of the residu... Starting materials: C1CCOC1, CC(C)N=C=O, CN(C)C=O, O=C(Nc1ccc(-c2ccc(CO)cc2)cc1)C1CN2CCC1CC2. Yields the product CC(C)NC(=O)OCc1ccc(-c2ccc(NC(=O)C3CN4CCC3CC4)cc2)cc1. As a reaction SMILES: [CH2:32]1[O:33][CH2:34][CH2:35][CH2:36]1.[CH:26]([CH3:27])([CH3:28])[N:29]=[C:30]=[O:31].[O:37]=[CH:38][N:39]([CH3:40])[CH3:41].[OH:1][CH2:2][c:3]1[cH:4][cH:5][c:6](-[c:9]2[cH:10][cH:11][c:12]([NH:15][C:16](=[O:17])[CH:18]3[CH2:19][N:20]4[CH2:21][CH2:22][CH:23]3[CH2:24][CH2:25]4)[cH:13][cH:14]2)[cH:7][cH:8]1>>[O:1]([CH2:2][c:3]1[cH:4][cH:5][c:6](-[c:9]2[cH:10][cH:11][c:12]([NH:15][C:16](=[O:17])[CH:18]3[CH2:19][N:20]4[CH2:21][CH2:22][CH:23]3[CH2:24][CH2:25]4)[cH:13][cH:14]2)[cH:7][cH:8]1)[C:30]([NH:29][CH:26]([CH3:27])[CH3:28])=[O:31].